From a dataset of the Open Reaction Database (ORD), a public repository of structured organic reaction records. describe an organic reaction: reactants, conditions, products, and yield Product: CC=1C(=NC(=CN1)C)C(=NO)C1=CC=CC=C1 (1-(3,6-dimethylpyrazin-2-yl)-N-hydroxy-1-phenylmethanimine), P(HCOOH). Run in N1=CC=CC=C1 (pyridine). Procedure: A solution of (3,6-dimethylpyrazin-2-yl)(phenyl)methanone (3.02 g, 14.2 mmol) and hydroxylamine hydrochloride (2.47 g, 35.5 mmol) in pyridine (50 mL) was stirred 7 h at 70° C. After removal of the solvent in vacuo, addition of water (100 mL) and extraction with ethyl acetate (2×100 mL), the combined organic layers were washed with water (100 mL), dried over MgSO4 and concentrated in vacuo to afford 1-(3,6-dimethylpyrazin-2-yl)-N-hydroxy-1-phenylmethanimine as an orange honey [3.39 g, yield 99%; ... Yield: 99.0%. Starting materials: CC=1C(=NC(=CN1)C)C(=O)C1=CC=CC=C1 ((3,6-dimethylpyrazin-2-yl)(phenyl)methanone), Cl.NO (hydroxylamine hydrochloride). Reaction SMILES: [CH3:1][C:2]1[C:3]([C:9]([C:11]2[CH:16]=[CH:15][CH:14]=[CH:13][CH:12]=2)=O)=[N:4][C:5]([CH3:8])=[CH:6][N:7]=1.Cl.[NH2:18][OH:19]>N1C=CC=CC=1>[CH3:1][C:2]1[C:3]([C:9]([C:11]2[CH:16]=[CH:15][CH:14]=[CH:13][CH:12]=2)=[N:18][OH:19])=[N:4][C:5]([CH3:8])=[CH:6][N:7]=1 |f:1.2|. The reactants are COC(=O)c1cnc(Cl)c(C)n1, [K+], [K+], O=C([O-])[O-], O. Yields the product Cc1nc(C(=O)O)cnc1Cl. As a reaction SMILES: [Cl:1][c:2]1[n:3][cH:4][c:5]([C:9](=[O:10])[O:11][CH3:12])[n:6][c:7]1[CH3:8].[K+:13].[K+:14].[O-:15][C:16]([O-:17])=[O:18].[OH2:19]>>[Cl:1][c:2]1[n:3][cH:4][c:5]([C:9](=[O:10])[OH:11])[n:6][c:7]1[CH3:8]. The reactants are P(O)(O)(O)=O (orthophosphoric acid), CS(=O)(=O)C1=NC(=CC(=N1)OC)OC (2-methylsulfonyl-4,6-dimethoxypyrimidine), [H-].[Na+] (sodium hydride), N1N=C(C=C1)C=1C(=C(C=CC1)O)C(=O)ON(C)C (3-pyrazolyl-2-(N,N-dimethylaminooxycarbonyl)-phenol). Solvent: O (water), CN(C=O)C (dimethylformamide), C(C)(=O)OCC (ethyl acetate). Reaction conditions: temperature 30 celsius, time 3 hour. Yields the product N1N=C(C=C1)C1=CC=CC(=C1C(=O)ON(C)C)OC1=NC(=CC(=N1)OC)OC (6-Pyrazolyl-2-(4,6-dimethoxypyrimidin-2-yloxy)-1-(N,N-dimethylaminooxycarbonyl)-benzene). As a reaction SMILES: [H-].[Na+].[NH:3]1[CH:7]=[CH:6][C:5]([C:8]2[C:9]([C:15]([O:17][N:18]([CH3:20])[CH3:19])=[O:16])=[C:10]([OH:14])[CH:11]=[CH:12][CH:13]=2)=[N:4]1.CS([C:25]1[N:30]=[C:29]([O:31][CH3:32])[CH:28]=[C:27]([O:33][CH3:34])[N:26]=1)(=O)=O.P(=O)(O)(O)O>CN(C)C=O.C(OCC)(=O)C.O>[NH:3]1[CH:7]=[CH:6][C:5]([C:8]2[C:9]([C:15]([O:17][N:18]([CH3:20])[CH3:19])=[O:16])=[C:10]([O:14][C:25]3[N:30]=[C:29]([O:31][CH3:32])[CH:28]=[C:27]([O:33][CH3:34])[N:26]=3)[CH:11]=[CH:12][CH:13]=2)=[N:4]1 |f:0.1|. Procedure details: At 10° C., 0.30 g (0.01 mol) of sodium hydride (80% strength) is added to a solution of 2.47 g (10 mmol) of 3-pyrazolyl-2-(N,N-dimethylaminooxycarbonyl)-phenol in 25 ml of anhydrous dimethylformamide, and the reaction mixture is stirred for 3 hours at 30° C. 2.18 g (0.01 mol) of 2-methylsulfonyl-4,6-dimethoxypyrimidine is added and the mixture is stirred for 12 hours at room temperature. The reaction mixture is introduced into 500 ml of water to which 2.5 ml of orthophosphoric acid has previousl... Starting materials: BrCCCOC=1C=C(C=CC1)C1=NOC2=C1SC=C2 (3-[3-(3-bromo-propoxy)-phenyl]-thieno[2,3-d]isoxazole), ClCCCOC=1C=C(C=CC1)C1=NOC2=C1SC=C2 ((3-(3-chloro-propoxy)-phenyl]-thieno[2,3-d]isoxazole), FC1=CC=C(CN)C=C1 (4-fluorobenzylamine), C([O-])([O-])=O.[K+].[K+] (potassium carbonate). Yields the product FC1=CC=C(CNCCCOC2=CC(=CC=C2)C2=NOC3=C2SC=C3)C=C1 ((4-fluoro-benzyl)-[3-(3-thieno[2,3-d]isoxazol-3-yl-phenoxy)-propyl]-amine). Yield: 94.0%. RXN SMILES: Br[CH2:2][CH2:3][CH2:4][O:5][C:6]1[CH:7]=[C:8]([C:12]2[C:16]3[S:17][CH:18]=[CH:19][C:15]=3[O:14][N:13]=2)[CH:9]=[CH:10][CH:11]=1.ClCCCOC1C=C(C2C3SC=CC=3ON=2)C=CC=1.[F:39][C:40]1[CH:47]=[CH:46][C:43]([CH2:44][NH2:45])=[CH:42][CH:41]=1.C(=O)([O-])[O-].[K+].[K+]>>[F:39][C:40]1[CH:47]=[CH:46][C:43]([CH2:44][NH:45][CH2:2][CH2:3][CH2:4][O:5][C:6]2[CH:11]=[CH:10][CH:9]=[C:8]([C:12]3[C:16]4[S:17][CH:18]=[CH:19][C:15]=4[O:14][N:13]=3)[CH:7]=2)=[CH:42][CH:41]=1 |f:3.4.5|. Procedure: The title compound is prepared from a mixture of 3-[3-(3-bromo-propoxy)-phenyl]-thieno[2,3-d]isoxazole, 3-[(3-(3-chloro-propoxy)-phenyl]-thieno[2,3-d]isoxazole, 4-fluorobenzylamine and potassium carbonate essentially as described above in example 4. Combine the appropriate fractions and concentrate to give the title compound (0.36 g, 94% Yield) as an oil. Purity by LC/MS (APCI)=100% area, [M+H]+=383 m/e. Procedure: To a solution of 32.8 g (0.0775 mole) of (Z)-3-ethoxycarbonyl-4-(4-chlorophenyl)-4-(4-methanesulfonylphenyl)but-3-enoic acid, prepared in example 3, in 90 ml of anhydrous tetrahydrofuran are added dropwise 15.5 ml (0.155 mole) of borane/dimethyl sulfide complex. The mixture is stirred at room temperature for 8 hours and 23.5 ml of methanol are added dropwise. The mixture is evaporated to dryness in vacuo and the residue is dissolved in ethyl acetate. After washing with potassium carbonate soluti... Run at time 8 hour. Starting materials: C(C)OC(=O)\C(\CC(=O)O)=C(\C1=CC=C(C=C1)S(=O)(=O)C)/C1=CC=C(C=C1)Cl ((Z)-3-ethoxycarbonyl-4-(4-chlorophenyl)-4-(4-methanesulfonylphenyl)but-3-enoic acid), CO (methanol). RXN SMILES: [CH2:1]([O:3][C:4](/[C:6](=[C:11](\[C:22]1[CH:27]=[CH:26][C:25]([Cl:28])=[CH:24][CH:23]=1)/[C:12]1[CH:17]=[CH:16][C:15]([S:18]([CH3:21])(=[O:20])=[O:19])=[CH:14][CH:13]=1)/[CH2:7][C:8](O)=[O:9])=[O:5])[CH3:2].CO>O1CCCC1>[Cl:28][C:25]1[CH:24]=[CH:23][C:22](/[C:11](/[C:12]2[CH:13]=[CH:14][C:15]([S:18]([CH3:21])(=[O:20])=[O:19])=[CH:16][CH:17]=2)=[C:6](/[CH2:7][CH2:8][OH:9])\[C:4]([O:3][CH2:1][CH3:2])=[O:5])=[CH:27][CH:26]=1. Solvent: O1CCCC1 (tetrahydrofuran). Yield: 97.2%. The product is ClC1=CC=C(C=C1)\C(=C(/C(=O)OCC)\CCO)\C1=CC=C(C=C1)S(=O)(=O)C (ethyl (Z)-3-(4-chlorophenyl)-3-(4-methanesulfonylphenyl)-2-(2-hydroxyethyl)prop-2-enoate). The reactants are COC1=CC=C(C=C1)N=C=O (4-methoxyphenylisocyanate), N1=CC(=CC=C1)CO (3-pyridylcarbinol). Solvent: C1(=CC=CC=C1)C (toluene). Run at temperature 100 celsius. The product is N1=CC(=CC=C1)COC(NC1=CC=C(C=C1)OC)=O ((4-methoxyphenyl)-carbamic acid pyridin-3-ylmethyl ester). As a reaction SMILES: [CH3:1][O:2][C:3]1[CH:8]=[CH:7][C:6]([N:9]=[C:10]=[O:11])=[CH:5][CH:4]=1.[N:12]1[CH:17]=[CH:16][CH:15]=[C:14]([CH2:18][OH:19])[CH:13]=1>C1(C)C=CC=CC=1>[N:12]1[CH:17]=[CH:16][CH:15]=[C:14]([CH2:18][O:19][C:10](=[O:11])[NH:9][C:6]2[CH:5]=[CH:4][C:3]([O:2][CH3:1])=[CH:8][CH:7]=2)[CH:13]=1. Reported procedure: A resealable tube was charged with 4-methoxyphenylisocyanate (1.00 g, 6.70 mmol), 3-pyridylcarbinol (0.800 g, 7.33 mmol), and toluene (4 mL). The tube was sealed and the mixture was heated at 100° C. for 20 h. The reaction mixture was cooled to room temperature. The resulting white solid was collected by suction filtration and washed with diethyl ether. The solid was dried under vacuum to give (4-methoxyphenyl)-carbamic acid pyridin-3-ylmethyl ester a white solid.